This data is from the Open Reaction Database (ORD), a public repository of structured organic reaction records. The task is: describe an organic reaction: reactants, conditions, products, and yield The reactants are C(=O)[O-].[K+] (potassium formate), C(C)(=O)C1=CC=CC=C1 (acetophenone). The reagents and catalysts are [Ru] (ruthenium). The solvent is CO (Methanol). Run at temperature 50 celsius, time 24 hour. The product is C1(=CC=CC=C1)[C@@H](C)O ((R)-1-phenylethanol). Yield: 100.0%. As a reaction SMILES: C([O-])=O.[K+].[C:5]([C:8]1[CH:13]=[CH:12][CH:11]=[CH:10][CH:9]=1)(=[O:7])[CH3:6]>[Ru].CO>[C:8]1([C@H:5]([OH:7])[CH3:6])[CH:13]=[CH:12][CH:11]=[CH:10][CH:9]=1 |f:0.1|. Procedure: A ruthenium complex RuCl[(R,R)-Tsdpen] (p-cymene) (6.4 mg, 0.01 mmol), potassium formate (1.0 g, 12 mmol) and acetophenone (1.20 g, 10 mmol, substrate/catalyst ratio=1000) were set in a 20 mL glass Schlenk-type reaction tube under an argon atmosphere. Methanol (6 mL) was added thereto and stirred at 50° C. for 24 hours to give (R)-1-phenylethanol at 100% yield and 96.2% ee optical purity. Reactants: CI (methyl iodide), C1(=CC=CC=C1)N1N=C(C(NC1=O)=O)C#N (2-phenyl-3,5-dioxo-2,3,4,5-tetrahydro-1,2,4-triazine-6-carbonitrile), CN(C)C=O (DMF), [H-].[Na+] (NaH). Solvent: O (water). Run at time 30 minute. Yields the product C1(=CC=CC=C1)N1N=C(C(N(C1=O)C)=O)C#N (2-phenyl-4-methyl-3,5-dioxo-2,3,4,5-tetrahydro-1,2,4-triazine-6-carbonitrile). Yield: 80.0%. As a reaction SMILES: [C:1]1([N:7]2[C:12](=[O:13])[NH:11][C:10](=[O:14])[C:9]([C:15]#[N:16])=[N:8]2)[CH:6]=[CH:5][CH:4]=[CH:3][CH:2]=1.[CH3:17]N(C=O)C.[H-].[Na+].CI>O>[C:1]1([N:7]2[C:12](=[O:13])[N:11]([CH3:17])[C:10](=[O:14])[C:9]([C:15]#[N:16])=[N:8]2)[CH:2]=[CH:3][CH:4]=[CH:5][CH:6]=1 |f:2.3|. Procedure details: Intermediate c (9 g, 0.042 mol) was added to DMF (100 mL). To the mixture was added NaH (1.3 g, 0.054 mol) in batch under an ice bath. After stirring for 30 min, methyl iodide (2.74 mL, 0.042 mol) was added dropwise. After the dropwise addition, the reaction was conducted for 2 h. After completion of the reaction, the reaction solution was poured into water (600 mL). A great deal of red solid separated out and was filtered by suction. The filtered cake was washed with water and dried to produce ... Starting materials: CCOC(=O)c1cc(OCC(=O)N2CCCC2C(=O)OCc2ccccc2)n(-c2ccccc2)n1, CCOC(C)=O, [H][H]. The product is CCOC(=O)c1cc(OCC(=O)N2CCCC2C(=O)O)n(-c2ccccc2)n1. RXN SMILES: [CH2:1]([CH3:2])[O:3][C:4](=[O:5])[c:6]1[n:7][n:8](-[c:30]2[cH:31][cH:32][cH:33][cH:34][cH:35]2)[c:9]([O:11][CH2:12][C:13](=[O:14])[N:15]2[CH:16]([C:20](=[O:21])[O:22][CH2:23][c:24]3[cH:25][cH:26][cH:27][cH:28][cH:29]3)[CH2:17][CH2:18][CH2:19]2)[cH:10]1.[CH3:38][CH2:39][O:40][C:41](=[O:42])[CH3:43].[H:36][H:37]>>[CH2:1]([CH3:2])[O:3][C:4](=[O:5])[c:6]1[n:7][n:8](-[c:30]2[cH:31][cH:32][cH:33][cH:34][cH:35]2)[c:9]([O:11][CH2:12][C:13](=[O:14])[N:15]2[CH:16]([C:20](=[O:21])[OH:22])[CH2:17][CH2:18][CH2:19]2)[cH:10]1. The reactants are COC(=O)C1CC(O)C(=O)C2C1(C)CCC1C(=O)OC(c3ccoc3)CC12C, N#CC(Cl)(Cl)Cl, CC(Cl)Cl. Product: COC(=O)C1CC(OC(=N)C(Cl)(Cl)Cl)C(=O)C2C1(C)CCC1C(=O)OC(c3ccoc3)CC12C. Reaction SMILES: [CH3:1][O:2][C:3](=[O:4])[CH:5]1[C:6]2([CH3:28])[CH2:7][CH2:8][CH:9]3[C:10](=[O:27])[O:11][CH:12]([c:22]4[cH:23][o:24][cH:25][cH:26]4)[CH2:13][C:14]3([CH3:21])[CH:15]2[C:16](=[O:20])[CH:17]([OH:19])[CH2:18]1.[Cl:29][C:30]([C:31]#[N:32])([Cl:33])[Cl:34].[Cl:35][CH:36]([Cl:37])[CH3:38]>>[CH3:1][O:2][C:3](=[O:4])[CH:5]1[C:6]2([CH3:28])[CH2:7][CH2:8][CH:9]3[C:10](=[O:27])[O:11][CH:12]([c:22]4[cH:23][o:24][cH:25][cH:26]4)[CH2:13][C:14]3([CH3:21])[CH:15]2[C:16](=[O:20])[CH:17]([O:19][C:31]([C:30]([Cl:29])([Cl:33])[Cl:34])=[NH:32])[CH2:18]1. Starting materials: C(C)(C)(C)OC(=O)N1CCC(CC1)C1CC=2C(=CN=C(C2)Cl)O1 (4-(5-chloro-2,3-dihydro-furo[2,3-c]pyridin-2-yl)-piperidine-1-carboxylic acid tert-butyl ester), CC1=NOC(=C1B(O)O)C (3,5-dimethyl-isoxazol-4-boronic acid). The product is C(C)(C)(C)OC(=O)N1CCC(CC1)C1CC=2C(=CN=C(C2)C=2C(=NOC2C)C)O1 (4-[5-(3,5-Dimethyl-isoxazol-4-yl)-2,3-dihydro-furo[2,3-c]pyridin-2-yl]-piperidine-1-carboxylic acid tert-butyl ester). RXN SMILES: [C:1]([O:5][C:6]([N:8]1[CH2:13][CH2:12][CH:11]([CH:14]2[O:23][C:17]3=[CH:18][N:19]=[C:20](Cl)[CH:21]=[C:16]3[CH2:15]2)[CH2:10][CH2:9]1)=[O:7])([CH3:4])([CH3:3])[CH3:2].[CH3:24][C:25]1[C:29](B(O)O)=[C:28]([CH3:33])[O:27][N:26]=1>>[C:1]([O:5][C:6]([N:8]1[CH2:13][CH2:12][CH:11]([CH:14]2[O:23][C:17]3=[CH:18][N:19]=[C:20]([C:29]4[C:25]([CH3:24])=[N:26][O:27][C:28]=4[CH3:33])[CH:21]=[C:16]3[CH2:15]2)[CH2:10][CH2:9]1)=[O:7])([CH3:4])([CH3:3])[CH3:2]. Reported procedure: The title compound is prepared from 4-(5-chloro-2,3-dihydro-furo[2,3-c]pyridin-2-yl)-piperidine-1-carboxylic acid tert-butyl ester and 3,5-dimethyl-isoxazol-4-boronic acid following a procedure analogous to that described in Example 28. LC (method 7): tR=1.33 min; Mass spectrum (ESI+): m/z=400 [M+H]+. Reaction SMILES: [CH3:1][NH:2][C:3](=[O:31])[CH2:4][CH2:5][CH2:6][CH2:7][CH2:8][CH2:9][CH2:10][CH2:11][CH2:12][CH2:13][CH2:14][N:15]1[C:27]2[C:26]3[CH:25]=[CH:24][CH:23]=[CH:22][C:21]=3[N:20]=[CH:19][C:18]=2[N:17]=[C:16]1[CH2:28][CH2:29][CH3:30].C1C=C(Cl)C=C(C(OO)=O)C=1.C1(C)C=CC(S(Cl)(=O)=O)=CC=1.[OH-].[NH4+:55]>>[NH2:55][C:19]1[C:18]2[N:17]=[C:16]([CH2:28][CH2:29][CH3:30])[N:15]([CH2:14][CH2:13][CH2:12][CH2:11][CH2:10][CH2:9][CH2:8][CH2:7][CH2:6][CH2:5][CH2:4][C:3]([NH:2][CH3:1])=[O:31])[C:27]=2[C:26]2[CH:25]=[CH:24][CH:23]=[CH:22][C:21]=2[N:20]=1 |f:3.4|. The product is NC1=NC=2C=CC=CC2C2=C1N=C(N2CCCCCCCCCCCC(=O)NC)CCC (12-(4-amino-2-propyl-1H-imidazo[4,5-c]quinolin-1-yl)-N-methyldodecanamide). Procedure details: N-Methyl-12-(2-propyl-1H-imidazo[4,5-c]quinolin-1-yl)dodecanamide (3.8 g, 9.0 mmol) was treated with mCPBA (4.65 g, 26.9 mmol) followed by ammonium hydroxide (40 mL) and p-toluenesulfonyl chloride (2.31 g, 12.1 mmol) according to the method described in Part D of Example 8. The crude product was purified as described in Part D of Example 8 to provide 1.036 g of 12-(4-amino-2-propyl-1H-imidazo[4,5-c]quinolin-1-yl)-N-methyldodecanamide as a brown crystalline solid, mp 135-137° C. The reactants are [OH-].[NH4+] (ammonium hydroxide), CNC(CCCCCCCCCCCN1C(=NC=2C=NC=3C=CC=CC3C21)CCC)=O (N-Methyl-12-(2-propyl-1H-imidazo[4,5-c]quinolin-1-yl)dodecanamide), C1=CC(=CC(=C1)Cl)C(=O)OO (mCPBA), C1(=CC=C(C=C1)S(=O)(=O)Cl)C (p-toluenesulfonyl chloride). The reactants are COC=1C=CC(=CC1)P2(=S)SP(=S)(S2)C=3C=CC(=CC3)OC (Lawesson's reagent), C1(=CC=CC=C1)C (toluene), NC=1C2=C(N=C(N1)C1=NN(C3=NC=CC=C31)CCC(C(F)(F)F)(F)F)NC(C2(C(=O)NNC=O)C)=O (4-amino-N′-formyl-5-methyl-6-oxo-2-[1-(3,3,4,4,4-pentafluorobutyl)-1H-pyrazolo[3,4-b]pyridin-3-yl]-6,7-dihydro-5H-pyrrolo[2,3-d]pyrimidine-5-carbohydrazide). Solvent: C1CCOC1 (THF). Conditions: temperature 100 celsius. Yields the product NC=1C2=C(N=C(N1)C1=NN(C3=NC=CC=C31)CCC(C(F)(F)F)(F)F)NC(C2(C=2SC=NN2)C)=O (4-amino-5-methyl-2-[1-(3,3,4,4,4-pentafluorobutyl)-1H-pyrazolo[3,4-b]pyridin-3-yl]-5-(1,3,4-thiadiazol-2-yl)-5,7-dihydro-6H-pyrrolo[2,3-d]pyrimidin-6-one). As a reaction SMILES: COC1C=CC(P2(SP(C3C=CC(OC)=CC=3)(=S)S2)=[S:10])=CC=1.C1(C)C=CC=CC=1.[NH2:30][C:31]1[C:32]2[C:57]([CH3:64])([C:58]([NH:60][NH:61][CH:62]=O)=O)[C:56](=[O:65])[NH:55][C:33]=2[N:34]=[C:35]([C:37]2[C:45]3[C:40](=[N:41][CH:42]=[CH:43][CH:44]=3)[N:39]([CH2:46][CH2:47][C:48]([F:54])([F:53])[C:49]([F:52])([F:51])[F:50])[N:38]=2)[N:36]=1>C1COCC1>[NH2:30][C:31]1[C:32]2[C:57]([CH3:64])([C:58]3[S:10][CH:62]=[N:61][N:60]=3)[C:56](=[O:65])[NH:55][C:33]=2[N:34]=[C:35]([C:37]2[C:45]3[C:40](=[N:41][CH:42]=[CH:43][CH:44]=3)[N:39]([CH2:46][CH2:47][C:48]([F:54])([F:53])[C:49]([F:52])([F:51])[F:50])[N:38]=2)[N:36]=1. Procedure: Lawesson's reagent (133 mg, 0.328 mmol) was added to a toluene (5 mL) solution of the intermediate from Step B (170 mg, 0.298 mmol). THF (0.5 mL) was added to improve solubility and the reaction was heated to 100° C. for 1 hour in a screw cap vial. The reaction was then cooled and concentrated in vacuo. The crude product was purified by silica gel column chromatography using a hexanes/EtOAc gradient to give the title compound. Chiral separation using SFC on a Chiralcel OD column provided both en... Isolated yield 47.4%. Solvent: CN(C=O)C (N,N-dimethylformamide). Product: NC1=C2C=CN(C2=CC=C1)C1=NC=C(C=C1Cl)C(F)(F)F (4-amino-1-(3'chloro-5'-trifluoromethylpyridin-2-yl)indole). The reactants are CO (methanol), NC1=C2C=CNC2=CC=C1 (4-Aminoindole), [H-].[Na+] (sodium hydride), ClC1=NC=C(C=C1Cl)C(F)(F)F (2,3-dichloro-5-trifluoromethylpyridine). Reported procedure: 4-Aminoindole (5.8 g, 44 mmol) and sodium hydride (80% dispersion in mineral oil, 1.3 g, 44 mmol) were stirred together in N,N-dimethylformamide (60 ml), with ice-bath cooling for 5 minutes, and then 2,3-dichloro-5-trifluoromethylpyridine (5,8 g, 44 mmol) was added slowly. The mixture was stirred at room temperature for 18 hours, and then a small quantity of methanol was added. The mixture was partitioned between diethyl ether and water. The ethereal solution was dried over magnesium sulfate, fi... Reaction conditions: time 18 hour. RXN SMILES: [NH2:1][C:2]1[CH:10]=[CH:9][CH:8]=[C:7]2[C:3]=1[CH:4]=[CH:5][NH:6]2.[H-].[Na+].Cl[C:14]1[C:19]([Cl:20])=[CH:18][C:17]([C:21]([F:24])([F:23])[F:22])=[CH:16][N:15]=1.CO>CN(C)C=O>[NH2:1][C:2]1[CH:10]=[CH:9][CH:8]=[C:7]2[C:3]=1[CH:4]=[CH:5][N:6]2[C:14]1[C:19]([Cl:20])=[CH:18][C:17]([C:21]([F:24])([F:22])[F:23])=[CH:16][N:15]=1 |f:1.2|. Starting materials: C1COCCN1, CCO, Nc1nnc(Cl)s1. Yields the product Nc1nnc(C2CNCCO2)s1. RXN SMILES: [CH2:1]1[CH2:2][O:3][CH2:4][CH2:5][NH:6]1.[CH3:14][CH2:15][OH:16].[NH2:7][c:8]1[s:9][c:10]([Cl:13])[n:11][n:12]1>>[CH2:1]1[CH:2]([c:10]2[s:9][c:8]([NH2:7])[n:12][n:11]2)[O:3][CH2:4][CH2:5][NH:6]1. Starting materials: Cl.O=C(CN1CCOCC1)C=1C=C2CCC(NC2=CC1)=O (6-(1-oxo-2-morpholinoethyl)-3,4-dihydrocarbostyril monohydrochloride), ClC=1C=C(N)C=CC1 (m-chloroaniline). Run in Cl (hydrochloric acid). Yields the product O=C(CN1CCN(CC1)C1=CC(=CC=C1)Cl)C=1C=C2CCC(NC2=CC1)=O (6-{1-oxo-2-[4-(3-chlorophenyl)-1-piperazinyl]-ethyl}-3,4-dihydrocarbostyril). RXN SMILES: Cl.[O:2]=[C:3]([C:11]1[CH:12]=[C:13]2[C:18](=[CH:19][CH:20]=1)[NH:17][C:16](=[O:21])[CH2:15][CH2:14]2)[CH2:4][N:5]1[CH2:10][CH2:9]O[CH2:7][CH2:6]1.[Cl:22][C:23]1[CH:24]=[C:25]([CH:27]=[CH:28][CH:29]=1)[NH2:26]>Cl>[O:2]=[C:3]([C:11]1[CH:12]=[C:13]2[C:18](=[CH:19][CH:20]=1)[NH:17][C:16](=[O:21])[CH2:15][CH2:14]2)[CH2:4][N:5]1[CH2:10][CH2:9][N:26]([C:25]2[CH:27]=[CH:28][CH:29]=[C:23]([Cl:22])[CH:24]=2)[CH2:7][CH2:6]1 |f:0.1|. Procedure details: 5.0 Grams of 6-(1-oxo-2-morpholinoethyl)-3,4-dihydrocarbostyril monohydrochloride and 5.0 g of m-chloroaniline were mixed in 30 ml of concentrated hydrochloric acid and the mixture was heated at 200°-220° C. by removing water for 6 hours. After cooled the reaction mixture 100 ml of 5N-hydrochloric acid was added thereto and dissolved by heating and refluxed for 2 hours. Then the reaction mixture was cooled and poured into 100 ml of 8N-sodium hydroxide aqueous solution and the organic layer was e...